describe an organic reaction: reactants, conditions, products, and yield From a dataset of the Open Reaction Database (ORD), a public repository of structured organic reaction records. The reactants are C(C)(C)O (isopropanol), NC1=CC=CC(=N1)C1CC(OC2=C1C=C(C=C2)C#N)(C)C (4-(6-amino-2-pyridyl)-3,4-dihydro-2,2-dimethyl-2H-1-benzopyran -6-carbonitrile). Yields the product NC1=[N+](C(=CC=C1)C1CC(OC2=C1C=C(C=C2)C#N)(C)C)[O-] (2-amino-6-(6-cyano-3,4-dihydro-2,2-dimethyl-2H-1-benzopyran-4-yl)pyridine N-oxide). Reported procedure: In an analogous manner to that described in the first paragraph of Example 7, from 4-(6-amino-2-pyridyl)-3,4-dihydro-2,2-dimethyl-2H-1-benzopyran -6-carbonitrile there was obtained 2-amino-6-(6-cyano-3,4-dihydro-2,2-dimethyl-2H-1-benzopyran-4-yl)pyridine N-oxide of melting point 210°-212° C. (from isopropanol). RXN SMILES: [NH2:1][C:2]1[N:7]=[C:6]([CH:8]2[C:13]3[CH:14]=[C:15]([C:18]#[N:19])[CH:16]=[CH:17][C:12]=3[O:11][C:10]([CH3:21])([CH3:20])[CH2:9]2)[CH:5]=[CH:4][CH:3]=1.C([OH:25])(C)C>>[NH2:1][C:2]1[CH:3]=[CH:4][CH:5]=[C:6]([CH:8]2[C:13]3[CH:14]=[C:15]([C:18]#[N:19])[CH:16]=[CH:17][C:12]=3[O:11][C:10]([CH3:21])([CH3:20])[CH2:9]2)[N+:7]=1[O-:25]. Yields the product CCOC(=O)c1c(NN)ncn1Cc1ccccc1. Starting materials: CCOC(=O)c1c(NNC(=O)OC(C)(C)C)ncn1Cc1ccccc1, Cc1ccccc1, ClCCl, O=C(O)C(F)(F)F. RXN SMILES: [CH2:4]([CH3:5])[O:6][C:7](=[O:8])[c:9]1[n:10]([CH2:23][c:24]2[cH:25][cH:26][cH:27][cH:28][cH:29]2)[cH:11][n:12][c:13]1[NH:14][NH:15][C:16]([O:17][C:18]([CH3:19])([CH3:20])[CH3:21])=[O:22].[CH3:37][c:38]1[cH:39][cH:40][cH:41][cH:42][cH:43]1.[Cl:1][CH2:2][Cl:3].[OH:30][C:31]([C:32]([F:33])([F:34])[F:35])=[O:36]>>[CH2:4]([CH3:5])[O:6][C:7](=[O:8])[c:9]1[n:10]([CH2:23][c:24]2[cH:25][cH:26][cH:27][cH:28][cH:29]2)[cH:11][n:12][c:13]1[NH:14][NH2:15]. Reactants: OCC1=CC=C2C=CNC2=C1 (6-hydroxymethyl indole). The reagents and catalysts are [Pd] (Palladium on charcoal). The solvent is C(C)(=O)O (acetic acid), C(C)O (ethanol), C(C)O (ethanol). Run at time 20 hour. The product is CC1=CC=C2C=CNC2=C1 (6-Methyl indole). Reaction SMILES: O[CH2:2][C:3]1[CH:11]=[C:10]2[C:6]([CH:7]=[CH:8][NH:9]2)=[CH:5][CH:4]=1>C(O)C.[Pd].C(O)(=O)C>[CH3:2][C:3]1[CH:11]=[C:10]2[C:6]([CH:7]=[CH:8][NH:9]2)=[CH:5][CH:4]=1. Procedure: 6-hydroxymethyl indole (6.135 g, 41.69 mmol) was dissolved in ethanol (70 ml). 10% Palladium on charcoal (0.610 g) was suspended in acetic acid (70 ml) and added to the ethanol (70 ml) solution. The mixture was placed on the high pressure hydrogenator at 60 psi. After 20 hours, the mixture was filtered through Celite and the resulting solution concentrated in vacuo. The mixture was purified by flash chromatography using chloroform as solvent to yield a colourless oil. The reactants are CON(C(C)=O)C(C)=O, CN(C)C=O, CO, NCCON=Cc1cc(C(=O)NOCCO)c(Nc2ccc(I)cc2F)c(F)c1F. Product: CC(=O)NCCON=Cc1cc(C(=O)NOCCO)c(Nc2ccc(I)cc2F)c(F)c1F. RXN SMILES: [CH3:31][O:32][N:33]([C:34]([CH3:35])=[O:36])[C:37]([CH3:38])=[O:39].[CH3:40][N:41]([CH3:42])[CH:43]=[O:44].[CH3:45][OH:46].[NH2:1][CH2:2][CH2:3][O:4][N:5]=[CH:6][c:7]1[c:8]([F:30])[c:9]([F:29])[c:10]([NH:20][c:21]2[c:22]([F:28])[cH:23][c:24]([I:27])[cH:25][cH:26]2)[c:11]([C:12](=[O:13])[NH:14][O:15][CH2:16][CH2:17][OH:18])[cH:19]1>>[NH:1]([CH2:2][CH2:3][O:4][N:5]=[CH:6][c:7]1[c:8]([F:30])[c:9]([F:29])[c:10]([NH:20][c:21]2[c:22]([F:28])[cH:23][c:24]([I:27])[cH:25][cH:26]2)[c:11]([C:12](=[O:13])[NH:14][O:15][CH2:16][CH2:17][OH:18])[cH:19]1)[C:34]([CH3:35])=[O:36]. The reactants are C(CC1=CC=CC=C1)NN=C(C(=O)OCC)C (ethyl 2-(phenethylhydrazono)-propionate), Cl (hydrochloric acid), [OH-].[K+] (potassium hydroxide), C(C)O (ethanol). The solvent is C(C)OCC (diethyl ether), O (water). Conditions: time 30 hour. Yields the product C(CC1=CC=CC=C1)NN=C(C(=O)O)C (2-(phenethylhydrazono)-propionic acid). The yield is 47.0%. Reaction SMILES: [CH2:1]([NH:9][N:10]=[C:11]([CH3:17])[C:12]([O:14]CC)=[O:13])[CH2:2][C:3]1[CH:8]=[CH:7][CH:6]=[CH:5][CH:4]=1.[OH-].[K+].C(O)C.Cl>C(OCC)C.O>[CH2:1]([NH:9][N:10]=[C:11]([CH3:17])[C:12]([OH:14])=[O:13])[CH2:2][C:3]1[CH:8]=[CH:7][CH:6]=[CH:5][CH:4]=1 |f:1.2|. Procedure: 6 g. Ethyl 2-(phenethylhydrazono)-propionate (prepared according to Example 2) are dissolved in a solution of 1.4 g. potassium hydroxide in 28 ml. 80% ethanol and saponified at ambient temperature. After stirring for 30 hours, the reaction mixture is mixed with 25 ml. water and shaken out twice with 50 ml. amounts of diethyl ether. The aqueous phase is acidified with dilute hydrochloric acid. The crystals which precipitate out are filtered off and recrystallized from toluene. There is obtained 2... The reactants are [BH4-].[Na+] (Sodium borohydride), CC1=C(C=CC(=C1)C(=O)N1C2=C(NC=3N(N=CC3C1)C)C=CC=C2)CCC(=O)N2CCC(CC2)C=O (1-{3-[2-methyl-4-(3-methyl-4,10-dihydro-3H-2,3,4,9-tetraaza-benzo[f]azulene-9-carbonyl)-phenyl]-propionyl}-piperidine-4-carbaldehyde), Cl (HCl). The solvent is CO (methanol). Run at time 1 hour. Yields the product OCC1CCN(CC1)C(CCC1=C(C=C(C=C1)C(=O)N1C2=C(NC=3N(N=CC3C1)C)C=CC=C2)C)=O (1-(4-Hydroxymethyl-piperidin-1-yl)-3-[2-methyl-4-(3-methyl-4,10-dihydro-3H-2,3,4,9-tetraaza-benzo[f]azulene-9-carbonyl)-phenyl]-propan-1-one). Yield: 38.0%. RXN SMILES: [BH4-].[Na+].[CH3:3][C:4]1[CH:9]=[C:8]([C:10]([N:12]2[CH2:21][C:20]3[CH:19]=[N:18][N:17]([CH3:22])[C:16]=3[NH:15][C:14]3[CH:23]=[CH:24][CH:25]=[CH:26][C:13]2=3)=[O:11])[CH:7]=[CH:6][C:5]=1[CH2:27][CH2:28][C:29]([N:31]1[CH2:36][CH2:35][CH:34]([CH:37]=[O:38])[CH2:33][CH2:32]1)=[O:30].Cl>CO>[OH:38][CH2:37][CH:34]1[CH2:35][CH2:36][N:31]([C:29](=[O:30])[CH2:28][CH2:27][C:5]2[CH:6]=[CH:7][C:8]([C:10]([N:12]3[CH2:21][C:20]4[CH:19]=[N:18][N:17]([CH3:22])[C:16]=4[NH:15][C:14]4[CH:23]=[CH:24][CH:25]=[CH:26][C:13]3=4)=[O:11])=[CH:9][C:4]=2[CH3:3])[CH2:32][CH2:33]1 |f:0.1|. Procedure details: Sodium borohydride (12 mg, 0.32 mmol) was added to a solution of 1-{3-[2-methyl-4-(3-methyl-4,10-dihydro-3H-2,3,4,9-tetraaza-benzo[f]azulene-9-carbonyl)-phenyl]-propionyl}-piperidine-4-carbaldehyde from Example E58.1 (74 mg, 0.15 mmol) in methanol (6 ml). The mixture was stirred for 1 h at room temperature, acidified with 1M HCl and concentrated in vacuo. The residue was dissolved in EtOAc, washed with saturated NaHCO3 then brine, dried and concentrated in vacuo. The residue was crystallised fro... Reactants: O (Water), CS (methanethiol), ClC=1C(=C(C(=O)OCC)C=CC1F)N(S(=O)(=O)C)CC (ethyl 3-chloro-2-(N-ethyl-N-methylsulphonylamino)-4-fluorobenzoate), C([O-])([O-])=O.[K+].[K+] (potassium carbonate). The solvent is CN(C)C=O (DMF), CN(C)C=O (DMF). Run at temperature -10 celsius. Yields the product ClC=1C(=C(C(=O)OCC)C=CC1SC)N(S(=O)(=O)C)CC (ethyl 3-chloro-2-(N-ethyl-N-methylsulphonylamino)-4-(methylthio)benzoate). As a reaction SMILES: [CH3:1][SH:2].[Cl:3][C:4]1[C:5]([N:16]([CH2:21][CH3:22])[S:17]([CH3:20])(=[O:19])=[O:18])=[C:6]([CH:12]=[CH:13][C:14]=1F)[C:7]([O:9][CH2:10][CH3:11])=[O:8].C(=O)([O-])[O-].[K+].[K+].O>CN(C=O)C>[Cl:3][C:4]1[C:5]([N:16]([CH2:21][CH3:22])[S:17]([CH3:20])(=[O:19])=[O:18])=[C:6]([CH:12]=[CH:13][C:14]=1[S:2][CH3:1])[C:7]([O:9][CH2:10][CH3:11])=[O:8] |f:2.3.4|. Procedure: A solution of methanethiol (4 ml) in dry DMF was added to a mixture of ethyl 3-chloro-2-(N-ethyl-N-methylsulphonylamino)-4-fluorobenzoate (7.4 g) and anhydrous potassium carbonate (4.71 g) in DMF at -40° C. The mixture was maintained at -10° C. for 1 hour, then warmed to ambient temperature over 2.5 hours. Water was added and the mixture extracted with ether, washed with brine solution then water, dried (anhydrous magnesium sulphate) and the solvent evaporated to give ethyl 3-chloro-2-(N-ethyl-N... Reactants: CCO, CC(C)[Si](Oc1cc(F)cc2ccc(C=O)nc12)(C(C)C)C(C)C, NNc1ccccn1. Yields the product CC(C)[Si](Oc1cc(F)cc2ccc(C=NNc3ccccn3)nc12)(C(C)C)C(C)C. Reaction SMILES: [CH3:33][CH2:34][OH:35].[F:1][c:2]1[cH:3][c:4]2[cH:5][cH:6][c:7]([CH:23]=[O:24])[n:8][c:9]2[c:10]([O:12][Si:13]([CH:14]([CH3:15])[CH3:16])([CH:17]([CH3:18])[CH3:19])[CH:20]([CH3:21])[CH3:22])[cH:11]1.[NH:25]([NH2:26])[c:27]1[n:28][cH:29][cH:30][cH:31][cH:32]1>>[F:1][c:2]1[cH:3][c:4]2[cH:5][cH:6][c:7]([CH:23]=[N:26][NH:25][c:27]3[n:28][cH:29][cH:30][cH:31][cH:32]3)[n:8][c:9]2[c:10]([O:12][Si:13]([CH:14]([CH3:15])[CH3:16])([CH:17]([CH3:18])[CH3:19])[CH:20]([CH3:21])[CH3:22])[cH:11]1. Reactants: Cc1cccc(C(=O)O)c1C, O, O=[N+]([O-])O, O=S(=O)(O)O. RXN SMILES: [CH3:10][c:11]1[c:12]([C:13](=[O:14])[OH:15])[cH:16][cH:17][cH:18][c:19]1[CH3:20].[OH2:21].[OH:1][N+:2]([O-:3])=[O:4].[S:5](=[O:6])(=[O:7])([OH:8])[OH:9]>>[O-:1][N+:2](=[O:4])[c:17]1[cH:16][c:12]([C:13](=[O:14])[OH:15])[c:11]([CH3:10])[c:19]([CH3:20])[cH:18]1. Yields the product Cc1cc([N+](=O)[O-])cc(C(=O)O)c1C. Reactants: C(C)C=1C(=C(C(=C(C#N)C1)C)CC)C#N (diethyl 2-methylterephthalonitrile), [Cl-].[NH4+] (ammonium chloride), [H-].C(C(C)C)[Al+]CC(C)C (diisobutylaluminum hydride), resultant mixture, CO (methanol), S(O)(O)(=O)=O (sulfuric acid), [H-].C(C(C)C)[Al+]CC(C)C (diisobutylaluminum hydride), resultant mixture, resultant mixture. Solvent: C1(=CC=CC=C1)C (toluene), C1(=CC=CC=C1)C (toluene). The product is CC1=C(C=O)C=CC(=C1)C=O (2-methylterephthalaldehyde). Reaction SMILES: [CH2:1]([C:3]1[C:4](C#N)=[C:5]([CH2:12]C)[C:6](C)=[C:7]([CH:10]=1)C#N)C.[H-].C([Al+]CC(C)C)C(C)C.[Cl-].[NH4+].S(=O)(=O)(O)[OH:29].[CH3:33][OH:34]>C1(C)C=CC=CC=1>[CH3:1][C:3]1[CH:4]=[C:5]([CH:12]=[O:29])[CH:6]=[CH:7][C:10]=1[CH:33]=[O:34] |f:1.2,3.4|. Reported procedure: Under an argon atmosphere, a 500 ml round-bottomed flask was charged with 140 ml of a toluene solution of 4.6 g (33 mmol) of the diethyl 2-methylterephthalonitrile, and further, 87 ml of a toluene solution of 18.6 g (131 mmol) of diisobutylaluminum hydride was added dropwise at -78° C. The resultant mixture was stirred for 30 minutes as it was, and then allowed to further react at room temperature for 5 hours. While the reaction mixture was hot, 4 ml of methanol was added to decompose an excess ...